From a dataset of the Open Reaction Database (ORD), a public repository of structured organic reaction records. describe an organic reaction: reactants, conditions, products, and yield The reactants are CCCCCCOc1ccc(-c2ccc(Br)c(F)c2)cc1, COC(C)(C)C, CCCCc1ccc(OB(O)O)s1, C1CCOC1, [Na+], [Na], O, O=C([O-])O, c1ccc(P(c2ccccc2)(c2ccccc2)[Pd](P(c2ccccc2)(c2ccccc2)c2ccccc2)(P(c2ccccc2)(c2ccccc2)c2ccccc2)P(c2ccccc2)(c2ccccc2)c2ccccc2)cc1. The product is CCCCCCOc1ccc(-c2ccc(-c3ccc(CCCC)s3)c(F)c2)cc1. As a reaction SMILES: [Br:15][c:16]1[c:17]([F:35])[cH:18][c:19](-[c:22]2[cH:23][cH:24][c:25]([O:28][CH2:29][CH2:30][CH2:31][CH2:32][CH2:33][CH3:34])[cH:26][cH:27]2)[cH:20][cH:21]1.[C:47]([O:48][CH3:49])([CH3:50])([CH3:51])[CH3:52].[CH2:2]([CH2:3][CH2:4][CH3:5])[c:6]1[cH:7][cH:8][c:9]([O:11][B:12]([OH:13])[OH:14])[s:10]1.[CH2:41]1[O:42][CH2:43][CH2:44][CH2:45]1.[Na+:36].[Na:1].[OH2:46].[OH:37][C:38](=[O:39])[O-:40].[cH:53]1[cH:54][cH:55][c:56]([P:57]([Pd:58]([P:59]([c:60]2[cH:61][cH:62][cH:63][cH:64][cH:65]2)([c:66]2[cH:67][cH:68][cH:69][cH:70][cH:71]2)[c:72]2[cH:73][cH:74][cH:75][cH:76][cH:77]2)([P:78]([c:79]2[cH:80][cH:81][cH:82][cH:83][cH:84]2)([c:85]2[cH:86][cH:87][cH:88][cH:89][cH:90]2)[c:91]2[cH:92][cH:93][cH:94][cH:95][cH:96]2)[P:97]([c:98]2[cH:99][cH:100][cH:101][cH:102][cH:103]2)([c:104]2[cH:105][cH:106][cH:107][cH:108][cH:109]2)[c:110]2[cH:111][cH:112][cH:113][cH:114][cH:115]2)([c:116]2[cH:117][cH:118][cH:119][cH:120][cH:121]2)[c:122]2[cH:123][cH:124][cH:125][cH:126][cH:127]2)[cH:128][cH:129]1>>[CH2:2]([CH2:3][CH2:4][CH3:5])[c:6]1[cH:7][cH:8][c:9](-[c:16]2[c:17]([F:35])[cH:18][c:19](-[c:22]3[cH:23][cH:24][c:25]([O:28][CH2:29][CH2:30][CH2:31][CH2:32][CH2:33][CH3:34])[cH:26][cH:27]3)[cH:20][cH:21]2)[s:10]1. Starting materials: ClC1=C(C#N)C=C(C(=C1)[N+](=O)[O-])NC(=O)C(=O)OCC (2-chloro-5-ethoxalylamino-4-nitrobenzonitril), CN(C=O)C (dimethylformamide), N (ammonia). The reagents and catalysts are [Pd] (Pd-C). The solvent is O1CCCC1 (tetrahydrofuran). Yields the product ClC1=C(C=C2NC(C(N(C2=C1)O)=O)=O)C#N (7-chloro-6-cyano-1-hydroxyquinoxaline-2,3(1H,4H)-dione). Yield: 52.6%. As a reaction SMILES: [Cl:1][C:2]1[CH:9]=[C:8]([N+:10]([O-])=[O:11])[C:7]([NH:13][C:14]([C:16]([O:18]CC)=O)=[O:15])=[CH:6][C:3]=1[C:4]#[N:5].CN(C)C=O.N>O1CCCC1.[Pd]>[Cl:1][C:2]1[CH:9]=[C:8]2[C:7]([NH:13][C:14](=[O:15])[C:16](=[O:18])[N:10]2[OH:11])=[CH:6][C:3]=1[C:4]#[N:5]. Procedure: To a solution of 0.6 g (2.0 mmol) 2-chloro-5-ethoxalylamino-4-nitrobenzonitril in 50 ml tetrahydrofuran was added 15 ml dimethylformamide and 0.7 ml 25% aqueous ammonia. The mixture was hydrogenated at atm. pressure by using 0.1 g Pd-C as a catalyst. The catalyst was filtered off, and the filter cake was washed with tetrahydrofuran. The precipitated product was dissolved in 1N aqueous potassium hydroxide. Addition of concentrated hydrochloric acid to pH 1 gave 0.25 g (50%) 7-chloro-6-cyano-1-hyd... The reactants are CC(C(=O)C1=CC=C(OCC(=O)OC)C=C1)Br (methyl 4-(2-methylbromoacetyl)phenoxyacetate), N1=CC=C(C=C1)N1CCNCC1 (1-(4-pyridyl)piperazine). Run in C(C)#N (acetonitrile), C(C)#N (acetonitrile). Run at time 8 hour. Yields the product N1=CC=C(C=C1)N1CCN(CC1)C(C(=O)C1=CC=C(OCC(=O)OC)C=C1)C ((RS) Methyl 4-[2-[4-(4-pyridyl)piperazin-1-yl]-2-methylacetyl]phenoxyacetate). Reaction SMILES: [CH3:1][CH:2](Br)[C:3]([C:5]1[CH:16]=[CH:15][C:8]([O:9][CH2:10][C:11]([O:13][CH3:14])=[O:12])=[CH:7][CH:6]=1)=[O:4].[N:18]1[CH:23]=[CH:22][C:21]([N:24]2[CH2:29][CH2:28][NH:27][CH2:26][CH2:25]2)=[CH:20][CH:19]=1>C(#N)C>[N:18]1[CH:23]=[CH:22][C:21]([N:24]2[CH2:25][CH2:26][N:27]([CH:2]([CH3:1])[C:3]([C:5]3[CH:16]=[CH:15][C:8]([O:9][CH2:10][C:11]([O:13][CH3:14])=[O:12])=[CH:7][CH:6]=3)=[O:4])[CH2:28][CH2:29]2)=[CH:20][CH:19]=1. Reported procedure: A solution of RS methyl 4-(2-methylbromoacetyl)phenoxyacetate (1.2 g) in acetonitrile (10 ml) was added dropwise over 30 minutes to a stirred solution of 1-(4-pyridyl)piperazine (1.3 g) in acetonitrile (30 ml) and the mixture stirred overnight. The mixture was then filtered and the filtrate evaporated to give an oil. Purification by flash chromatography, eluting first with dichloromethane then successively 2.5%, 3%, 4%, 5% and 10% v/v methanol/dichloromethane gave the title compound, 220 mg as a... Reactants: CN1N=NN=C1SCCCCCl (1-Methyl-5-(4-chlorobutyl)thio-1,2,3,4-tetrazole), SN1NC2=C(C(CN1)=O)C=CC=C2 (2-mercapto-3H,4H-benzotriazepin-5-one), [OH-].[Na+] (sodium hydroxide). Solvent: CO (methanol). The product is CN1N=NN=C1SCCCCSC1=NC2=C(C(NN1)=O)C=CC=C2 (1-methyl-5-[4-(3H,4H-1,3,4-benzotriazepin-5-on-2-yl)thiobutyl]thio-1,2,3,4-tetrazole). Isolated yield 136.5%. Reaction SMILES: [CH3:1][N:2]1[C:6]([S:7][CH2:8][CH2:9][CH2:10][CH2:11]Cl)=[N:5][N:4]=[N:3]1.SN1NC[C:18](=[O:21])[C:17]2[CH:22]=[CH:23][CH:24]=[CH:25][C:16]=2[NH:15]1.[OH-].[Na+]>CO>[CH3:1][N:2]1[C:6]([S:7][CH2:8][CH2:9][CH2:10][CH2:11][S:7][C:6]2[NH:5][NH:4][C:18](=[O:21])[C:17]3[CH:22]=[CH:23][CH:24]=[CH:25][C:16]=3[N:15]=2)=[N:5][N:4]=[N:3]1 |f:2.3|. Procedure details: 1-Methyl-5-(4-chlorobutyl)thio-1,2,3,4-tetrazole (2.00 g) and 2-mercapto-3H,4H-benzotriazepin-5-one (2.2 g) are dissolved in methanol (50 ml), and thereto is added sodium hydroxide (4.8 g), and the mixture is refluxed at 2.5 hours. After the solvent is distilled off, water is added to the residue, and the mixture is extracted with chloroform. The chloroform layer is washed with 5% aqueous sodium hydroxide and saturated aqueous sodium chloride and dried over magnesium sulfate. After chloroform is... Reactants: [H-].[Al+3].[Li+].[H-].[H-].[H-] (lithium aluminum hydride), C(C)OC(=O)C1CC(CC1)OC1=C(C=C(C=C1)Cl)N (3-(2-amino-4-chloro-phenoxy)-cyclopentanecarboxylic acid ethyl ester). Run in O1CCCC1 (tetrahydrofuran). Run at time 30 minute. Yields the product NC1=C(OC2CC(CC2)CO)C=CC(=C1)Cl ([3-(2-amino-4-chloro-phenoxy)-cyclopentyl]-methanol). Yield: 105.7%. RXN SMILES: [H-].[Al+3].[Li+].[H-].[H-].[H-].C([O:9][C:10]([CH:12]1[CH2:16][CH2:15][CH:14]([O:17][C:18]2[CH:23]=[CH:22][C:21]([Cl:24])=[CH:20][C:19]=2[NH2:25])[CH2:13]1)=O)C>O1CCCC1>[NH2:25][C:19]1[CH:20]=[C:21]([Cl:24])[CH:22]=[CH:23][C:18]=1[O:17][CH:14]1[CH2:15][CH2:16][CH:12]([CH2:10][OH:9])[CH2:13]1 |f:0.1.2.3.4.5|. Procedure: A solution of lithium aluminum hydride (1 M, 3 mL) was added to a cooled (0° C.) solution of 3-(2-amino-4-chloro-phenoxy)-cyclopentanecarboxylic acid ethyl ester (0.2 g) in tetrahydrofuran (5 mL) and the resulting mixture was stirred for 30 minutes. The reaction mixture was then quenched by addition of a saturated aqueous solution of ammonium chloride and filtered. The filter cake was washed with ethyl acetate and the filtrate was dried over anhydrous sodium sulfate, filtered and evaporated unde...